This data is from the Open Reaction Database (ORD), a public repository of structured organic reaction records. The task is: describe an organic reaction: reactants, conditions, products, and yield The reactants are FC1=C(N)C=C(C(=C1)C)O (2-fluoro-5-hydroxy-4-methylaniline), ClC1=NC=CC(=C1)COC1=C(C=C2C(NC=NC2=C1)=O)OC (7-((2-chloro-4-pyridyl)methoxy)-6-methoxy-3,4-dihydroquinazolin-4-one), P(=O)(Cl)(Cl)Cl (phosphoryl chloride), CN(C1=CC=CC=C1)C (N,N-dimethylaniline). Run in C1(=CC=CC=C1)C (toluene), C(C)(C)O (isopropanol). Product: Cl.ClC1=NC=CC(=C1)COC1=C(C=C2C(=NC=NC2=C1)NC1=C(C=C(C(=C1)O)C)F)OC (7-((2-chloro-4-pyridyl)methoxy)-4-(2-fluoro-5-hydroxy-4-methylanilino)-6-methoxyquinazoline hydrochloride). Isolated yield 62.4%. RXN SMILES: [Cl:1][C:2]1[CH:7]=[C:6]([CH2:8][O:9][C:10]2[CH:19]=[C:18]3[C:13]([C:14](=O)[NH:15][CH:16]=[N:17]3)=[CH:12][C:11]=2[O:21][CH3:22])[CH:5]=[CH:4][N:3]=1.P(Cl)(Cl)(Cl)=O.CN(C)C1C=CC=CC=1.[F:37][C:38]1[CH:44]=[C:43]([CH3:45])[C:42]([OH:46])=[CH:41][C:39]=1[NH2:40]>C1(C)C=CC=CC=1.C(O)(C)C>[ClH:1].[Cl:1][C:2]1[CH:7]=[C:6]([CH2:8][O:9][C:10]2[CH:19]=[C:18]3[C:13]([C:14]([NH:40][C:39]4[CH:41]=[C:42]([OH:46])[C:43]([CH3:45])=[CH:44][C:38]=4[F:37])=[N:15][CH:16]=[N:17]3)=[CH:12][C:11]=2[O:21][CH3:22])[CH:5]=[CH:4][N:3]=1 |f:6.7|. Reported procedure: A mixture of 7-((2-chloro-4-pyridyl)methoxy)-6-methoxy-3,4-dihydroquinazolin-4-one (150 mg, 0.47 mmol), phosphoryl chloride (0.2 ml) and N,N-dimethylaniline (0.2 ml) in toluene (5 ml) was heated at reflux for 1 hour. The volatiles were removed by evaporation and the residue was partitioned between ethyl acetate and saturated sodium hydrogen carbonate solution. The organic layer was separated, dried (MgSO4) and the solvent removed by evaporation. A solution of 2-fluoro-5-hydroxy-4-methylaniline (... The reactants are [BH3-]C#N, CO, NCC(O)c1cccc(Cl)c1, [Na+], COC(=O)Cc1ccccc1OCC(C)=O, c1ccccc1. The product is COC(=O)Cc1ccccc1OCC(C)NCC(O)c1cccc(Cl)c1. As a reaction SMILES: [C:34]([BH3-:35])#[N:36].[CH3:38][OH:39].[NH2:1][CH2:2][CH:3]([OH:4])[c:5]1[cH:6][c:7]([Cl:11])[cH:8][cH:9][cH:10]1.[Na+:37].[O:12]=[C:13]([CH2:14][O:15][c:16]1[c:17]([CH2:22][C:23](=[O:24])[O:25][CH3:26])[cH:18][cH:19][cH:20][cH:21]1)[CH3:27].[cH:28]1[cH:29][cH:30][cH:31][cH:32][cH:33]1>>[NH:1]([CH2:2][CH:3]([OH:4])[c:5]1[cH:6][c:7]([Cl:11])[cH:8][cH:9][cH:10]1)[CH:13]([CH2:14][O:15][c:16]1[c:17]([CH2:22][C:23](=[O:24])[O:25][CH3:26])[cH:18][cH:19][cH:20][cH:21]1)[CH3:27]. Starting materials: CC(C)C[Al+]CC(C)C, CCOC(=O)C(F)=C(C)c1cc2c(c(Cl)c1OCC)C(C)(C)CC=C2C(C)C, [H-]. Yields the product CCOc1c(C(C)=C(F)CO)cc2c(c1Cl)C(C)(C)CC=C2C(C)C. Reaction SMILES: [CH2:30]([Al+:31][CH2:32][CH:33]([CH3:34])[CH3:35])[CH:36]([CH3:37])[CH3:38].[Cl:1][c:2]1[c:3]([O:26][CH2:27][CH3:28])[c:4]([C:17](=[C:18]([C:19](=[O:20])[O:21][CH2:22][CH3:23])[F:24])[CH3:25])[cH:5][c:6]2[c:11]1[C:10]([CH3:12])([CH3:13])[CH2:9][CH:8]=[C:7]2[CH:14]([CH3:15])[CH3:16].[H-:29]>>[Cl:1][c:2]1[c:3]([O:26][CH2:27][CH3:28])[c:4]([C:17](=[C:18]([CH2:19][OH:20])[F:24])[CH3:25])[cH:5][c:6]2[c:11]1[C:10]([CH3:12])([CH3:13])[CH2:9][CH:8]=[C:7]2[CH:14]([CH3:15])[CH3:16]. The product is CN1CCC(C#N)(NC(=O)C(CC2CCCCC2)NC2=NC(=O)c3ccccc32)CC1. Reactants: C1CCOC1, Cl, Cl, CN1CCC(C#N)(NC(=O)C(N)CC2CCCCC2)CC1, N=C1NC(=O)c2ccccc21. As a reaction SMILES: [CH2:35]1[O:36][CH2:37][CH2:38][CH2:39]1.[ClH:12].[ClH:13].[NH2:14][CH:15]([C:16](=[O:17])[NH:18][C:19]1([C:26]#[N:27])[CH2:20][CH2:21][N:22]([CH3:25])[CH2:23][CH2:24]1)[CH2:28][CH:29]1[CH2:30][CH2:31][CH2:32][CH2:33][CH2:34]1.[NH:1]=[C:2]1[NH:3][C:4](=[O:11])[c:5]2[cH:6][cH:7][cH:8][cH:9][c:10]21>>[NH:1]([C:2]1=[N:3][C:4](=[O:11])[c:5]2[cH:6][cH:7][cH:8][cH:9][c:10]21)[CH:15]([C:16](=[O:17])[NH:18][C:19]1([C:26]#[N:27])[CH2:20][CH2:21][N:22]([CH3:25])[CH2:23][CH2:24]1)[CH2:28][CH:29]1[CH2:30][CH2:31][CH2:32][CH2:33][CH2:34]1. Starting materials: COC1=CC=C(C=C1)CSCC(C(=O)N1CC2(SCCS2)C[C@H]1C(=O)O)SC ([8S]-7-[3-[[(4-Methoxy)phenylmethyl]thio]-2-methylthio-1-oxopropyl]-7-aza-1,4-dithiaspiro[4.4]-nonane-8-carboxylic acid), FC(C(=O)O)(F)F (trifluoroacetic acid), C1(=CC=CC=C1)OC (anisole). The product is SCC(C(=O)N1CC2(SCCS2)C[C@H]1C(=O)O)SC ([8S]-7-(3-mercapto-2-methylthio-1-oxo-propyl)-7-aza-1,4-dithiaspiro[4.4]nonane-8-carboxylic acid). RXN SMILES: COC1C=CC(C[S:10][CH2:11][CH:12]([S:27][CH3:28])[C:13]([N:15]2[C@H:23]([C:24]([OH:26])=[O:25])[CH2:22][C:17]3([S:21][CH2:20][CH2:19][S:18]3)[CH2:16]2)=[O:14])=CC=1.FC(F)(F)C(O)=O.C1(OC)C=CC=CC=1>>[SH:10][CH2:11][CH:12]([S:27][CH3:28])[C:13]([N:15]1[C@H:23]([C:24]([OH:26])=[O:25])[CH2:22][C:17]2([S:21][CH2:20][CH2:19][S:18]2)[CH2:16]1)=[O:14]. Procedure: The product from part (b) is mixed with trifluoroacetic acid and anisole under nitrogen. The solvents are removed under vacuum to yield as a residue [8S]-7-(3-mercapto-2-methylthio-1-oxo-propyl)-7-aza-1,4-dithiaspiro[4.4]nonane-8-carboxylic acid. The reactants are FC1=CC=C(C(=O)CC#N)C=C1 ((4-Fluorobenzoyl)acetonitrile), Cl (HCl), C(C)(=O)[O-].[Na+] (sodium acetate), NO (hydroxylamine). Run in O (H2O), C(C)O (ethyl alcohol). Product: FC1=CC=C(C=C1)C1=NOC(=C1)N (3-(4-FLUOROPHENYL)-5-AMINOISOXAZOLE). Reaction SMILES: [F:1][C:2]1[CH:12]=[CH:11][C:5]([C:6]([CH2:8][C:9]#[N:10])=O)=[CH:4][CH:3]=1.C([O-])(=O)C.[Na+].[NH2:18][OH:19].Cl>O.C(O)C>[F:1][C:2]1[CH:12]=[CH:11][C:5]([C:6]2[CH:8]=[C:9]([NH2:10])[O:19][N:18]=2)=[CH:4][CH:3]=1 |f:1.2|. Procedure: (4-Fluorobenzoyl)acetonitrile (10 g., 0.063 mol) and 200 ml. of ethyl alcohol were placed in a 500 ml. 1-neck flask. To the reaction mixture was added in portionwise fashion a solution comprised of 24 g. of sodium acetate and 18.3 g. of hydroxylamine.HCl in 200 ml. of H2O. After refluxing for three days, the reaction mixture was cooled to room temperature. About half the solvent was removed and then an oily layer formed. The residue was extracted thoroughly in ether and then the combined ether e...